Dataset: the Open Reaction Database (ORD), a public repository of structured organic reaction records. Task: describe an organic reaction: reactants, conditions, products, and yield Reported procedure: Using 1.63 g. (0.004 M) of BOC-His-Pro-NHCH2CH2CH2CH3, the title compound is synthesized in the same manner as described in Example 3 (c) for the synthesis of the methyl-compound. Yield 1.16 g.; optical rotation [α]D21 -65.0° (c=0.60, in water); thin-layer chromatography Rf1 =0.62. The solvent is O (water). The product is N[C@@H](CC1=CNC=N1)C(=O)N1[C@H](C(=O)NCCCC)CCC1 (His-Pro-NHCH2CH2CH2CH3). RXN SMILES: [NH:1](C(OC(C)(C)C)=O)[C@H:2]([C:9]([N:11]1[CH2:22][CH2:21][CH2:20][C@H:12]1[C:13]([NH:15][CH2:16][CH2:17][CH2:18][CH3:19])=[O:14])=[O:10])[CH2:3][C:4]1[N:8]=[CH:7][NH:6][CH:5]=1>O>[NH2:1][C@H:2]([C:9]([N:11]1[CH2:22][CH2:21][CH2:20][C@H:12]1[C:13]([NH:15][CH2:16][CH2:17][CH2:18][CH3:19])=[O:14])=[O:10])[CH2:3][C:4]1[N:8]=[CH:7][NH:6][CH:5]=1. Starting materials: N([C@@H](CC1=CNC=N1)C(=O)N1[C@H](C(=O)NCCCC)CCC1)C(=O)OC(C)(C)C (BOC-His-Pro-NHCH2CH2CH2CH3), Example 3 ( c ), methyl. Starting materials: C(C)(=O)O (acetic acid), Cl (HCl), ClC=1C=C(C=C(C1)Cl)NC1=NNC(=N1)N (N3-(3,5-dichlorophenyl)-1H-1,2,4-triazole-3,5-diamine), 2, C(C)(C)(C)NS(=O)(=O)C1=CC=C(C=C1)C=O (N-tert-butyl-4-formylbenzenesulfonamide). Solvent: CO (MeOH). Reaction conditions: time 15 minute. Yields the product C(C)(C)(C)NS(=O)(=O)C1=CC=C(C=C1)CNC1=NC(=NN1)NC1=CC(=CC(=C1)Cl)Cl (N-tert-butyl-4-((3-(3,5-dichlorophenylamino)-1H-1,2,4-triazol-5-ylamino)methyl)benzenesulfonamide). Yield: 51.0%. As a reaction SMILES: [Cl:1][C:2]1[CH:3]=[C:4]([NH:9][C:10]2[N:14]=[C:13]([NH2:15])[NH:12][N:11]=2)[CH:5]=[C:6]([Cl:8])[CH:7]=1.[C:16]([NH:20][S:21]([C:24]1[CH:29]=[CH:28][C:27]([CH:30]=O)=[CH:26][CH:25]=1)(=[O:23])=[O:22])([CH3:19])([CH3:18])[CH3:17].C(O)(=O)C.Cl>CO>[C:16]([NH:20][S:21]([C:24]1[CH:25]=[CH:26][C:27]([CH2:30][NH:15][C:13]2[NH:12][N:11]=[C:10]([NH:9][C:4]3[CH:5]=[C:6]([Cl:8])[CH:7]=[C:2]([Cl:1])[CH:3]=3)[N:14]=2)=[CH:28][CH:29]=1)(=[O:22])=[O:23])([CH3:19])([CH3:18])[CH3:17]. Procedure details: To a solution of N3-(3,5-dichlorophenyl)-1H-1,2,4-triazole-3,5-diamine Intermediate 2 (100 mg, 410 μmol) in MeOH (5 mL) was added N-tert-butyl-4-formylbenzenesulfonamide (109 mg, 451 μmol) followed by acetic acid (36.7 mg, 35 μl, 611 μmol). The reaction was stirred at room temperature for 15 minutes, 2-picoline borane complex (65.7 mg, 615 μmol) was added and the stirring was continued for 3 days. The reaction mixture was poured into 0.1N HCl solution (25 ml) and was extracted with EtOAc (3×30 m... Reactants: Cc1ccc(-n2nc(C(C)(C)C)cc2NC(=O)Nc2ccc(NC3CCN(C(=O)OC(C)(C)C)CC3)nc2)cc1, CCOCC, Cl. The product is Cc1ccc(-n2nc(C(C)(C)C)cc2NC(=O)Nc2ccc(NC3CCNCC3)nc2)cc1. RXN SMILES: [C:1]([O:2][C:3](=[O:4])[N:8]1[CH2:9][CH2:10][CH:11]([NH:14][c:15]2[n:16][cH:17][c:18]([NH:21][C:22](=[O:23])[NH:24][c:25]3[n:26](-[c:34]4[cH:35][cH:36][c:37]([CH3:40])[cH:38][cH:39]4)[n:27][c:28]([C:30]([CH3:31])([CH3:32])[CH3:33])[cH:29]3)[cH:19][cH:20]2)[CH2:12][CH2:13]1)([CH3:5])([CH3:6])[CH3:7].[CH3:42][CH2:43][O:44][CH2:45][CH3:46].[ClH:41]>>[NH:8]1[CH2:9][CH2:10][CH:11]([NH:14][c:15]2[n:16][cH:17][c:18]([NH:21][C:22](=[O:23])[NH:24][c:25]3[n:26](-[c:34]4[cH:35][cH:36][c:37]([CH3:40])[cH:38][cH:39]4)[n:27][c:28]([C:30]([CH3:31])([CH3:32])[CH3:33])[cH:29]3)[cH:19][cH:20]2)[CH2:12][CH2:13]1. Reactants: COC(=O)C=CC=C(c1ccc(OC)cc1)C(C)C, CO, [Na+], [OH-]. Yields the product COc1ccc(C(=CC=CC(=O)O)C(C)C)cc1. RXN SMILES: [CH3:1][O:2][C:3]([CH:4]=[CH:5][CH:6]=[C:7]([CH:8]([CH3:9])[CH3:10])[c:11]1[cH:12][cH:13][c:14]([O:17][CH3:18])[cH:15][cH:16]1)=[O:19].[CH3:22][OH:23].[Na+:21].[OH-:20]>>[O:2]=[C:3]([CH:4]=[CH:5][CH:6]=[C:7]([CH:8]([CH3:9])[CH3:10])[c:11]1[cH:12][cH:13][c:14]([O:17][CH3:18])[cH:15][cH:16]1)[OH:19]. Starting materials: NN1C(C2=CC=CC=C2C(=N1)C1=CC=C(C=C1)F)=O (2-amino-4-(4-fluorophenyl)phthalazin-1(2H)-one), ClC1=CC=C(C=C1)CC(=O)O (2-(4-chlorophenyl)acetic acid). Yields the product ClC1=CC=C(C=C1)CC(=O)NN1C(C2=CC=CC=C2C(=N1)C1=CC=C(C=C1)F)=O (2-(4-chlorophenyl)-N-[4-(4-fluorophenyl)-1-oxophthalazin-2(1H)-yl]acetamide). As a reaction SMILES: [NH2:1][N:2]1[N:11]=[C:10]([C:12]2[CH:17]=[CH:16][C:15]([F:18])=[CH:14][CH:13]=2)[C:9]2[C:4](=[CH:5][CH:6]=[CH:7][CH:8]=2)[C:3]1=[O:19].[Cl:20][C:21]1[CH:26]=[CH:25][C:24]([CH2:27][C:28](O)=[O:29])=[CH:23][CH:22]=1>>[Cl:20][C:21]1[CH:26]=[CH:25][C:24]([CH2:27][C:28]([NH:1][N:2]2[N:11]=[C:10]([C:12]3[CH:17]=[CH:16][C:15]([F:18])=[CH:14][CH:13]=3)[C:9]3[C:4](=[CH:5][CH:6]=[CH:7][CH:8]=3)[C:3]2=[O:19])=[O:29])=[CH:23][CH:22]=1. Procedure: The product of Example 129A and 2-(4-chlorophenyl)acetic acid were treated using a method similar to that described in Example 17C to give the title compound. 1H NMR (400 MHz, DMSO-d6) δ ppm 11.71-11.73 (bs, 1H), 8.39-8.45 (m, 1H), 7.90-8.03 (m, 2H), 7.69-7.74 (m, 1H), 7.62-7.68 (m, 2H), 7.37-7.44 (m, 6H), 3.71 (s, 2H); MS (APCI+) M/Z 408 (M+H)+. The reactants are OCCBr, Brc1cccc(C2CCNCC2)c1, O=C([O-])[O-], [K+], [K+], CN(C)C=O. Yields the product OCCN1CCC(c2cccc(Br)c2)CC1. As a reaction SMILES: [Br:14][CH2:15][CH2:16][OH:17].[Br:1][c:2]1[cH:3][c:4]([CH:8]2[CH2:9][CH2:10][NH:11][CH2:12][CH2:13]2)[cH:5][cH:6][cH:7]1.[C:18](=[O:19])([O-:20])[O-:21].[K+:22].[K+:23].[O:24]=[CH:25][N:26]([CH3:27])[CH3:28]>>[Br:1][c:2]1[cH:3][c:4]([CH:8]2[CH2:9][CH2:10][N:11]([CH2:15][CH2:16][OH:17])[CH2:12][CH2:13]2)[cH:5][cH:6][cH:7]1. Reactants: CN1CCOCC1, CN1CCCC1=O, Clc1ccncc1, Cl, CCOC(=O)C1CCNCC1. Product: CCOC(=O)C1CCN(c2ccncc2)CC1. RXN SMILES: [CH3:20][N:21]1[CH2:22][CH2:23][O:24][CH2:25][CH2:26]1.[CH3:27][N:28]1[CH2:29][CH2:30][CH2:31][C:32]1=[O:33].[Cl:13][c:14]1[cH:15][cH:16][n:17][cH:18][cH:19]1.[ClH:12].[NH:1]1[CH2:2][CH2:3][CH:4]([C:5](=[O:6])[O:7][CH2:8][CH3:9])[CH2:10][CH2:11]1>>[N:1]1([c:14]2[cH:15][cH:16][n:17][cH:18][cH:19]2)[CH2:2][CH2:3][CH:4]([C:5](=[O:6])[O:7][CH2:8][CH3:9])[CH2:10][CH2:11]1. The reactants are O=C1CCC(n2ccc(C(F)(F)F)n2)CC1, O=C(CNC(=O)c1cccc(C(F)(F)F)c1)NC1CNCC1O. The product is O=C(CNC(=O)c1cccc(C(F)(F)F)c1)NC1CN(C2CCC(n3ccc(C(F)(F)F)n3)CC2)CC1O. As a reaction SMILES: [F:1][C:2]([c:3]1[n:4][n:5]([CH:8]2[CH2:9][CH2:10][C:11](=[O:14])[CH2:12][CH2:13]2)[cH:6][cH:7]1)([F:15])[F:16].[OH:17][CH:18]1[CH:19]([NH:23][C:24]([CH2:25][NH:26][C:27]([c:28]2[cH:29][c:30]([C:34]([F:35])([F:36])[F:37])[cH:31][cH:32][cH:33]2)=[O:38])=[O:39])[CH2:20][NH:21][CH2:22]1>>[F:1][C:2]([c:3]1[n:4][n:5]([CH:8]2[CH2:9][CH2:10][CH:11]([N:21]3[CH2:20][CH:19]([NH:23][C:24]([CH2:25][NH:26][C:27]([c:28]4[cH:29][c:30]([C:34]([F:35])([F:36])[F:37])[cH:31][cH:32][cH:33]4)=[O:38])=[O:39])[CH:18]([OH:17])[CH2:22]3)[CH2:12][CH2:13]2)[cH:6][cH:7]1)([F:15])[F:16].